This data is from the Open Reaction Database (ORD), a public repository of structured organic reaction records. The task is: describe an organic reaction: reactants, conditions, products, and yield Reported procedure: 2-Ethoxy-N-(4-methyl-2-propylimidazol-1-yl)benzamide from Example D (50 g, 174 mmol) is introduced into acetic acid. Bromine (12.5 ml, 243.6 mmol) dissolved in acetic acid is added dropwise at room temperature. The mixture is then stirred at room temperature until conversion is complete (up to 3 hours). For working up, water and ethanol (or optionally acetone) are added to the mixture. The product is precipitated by neutralizing with sodium hydroxide solution. The crystals are isolated, washed a... As a reaction SMILES: [CH2:1]([O:3][C:4]1[CH:21]=[CH:20][CH:19]=[CH:18][C:5]=1[C:6]([NH:8][N:9]1[CH:13]=[C:12]([CH3:14])[N:11]=[C:10]1[CH2:15][CH2:16][CH3:17])=[O:7])[CH3:2].[Br:22]Br.O.C(O)C>C(O)(=O)C.CC(C)=O>[Br:22][C:13]1[N:9]([NH:8][C:6](=[O:7])[C:5]2[CH:18]=[CH:19][CH:20]=[CH:21][C:4]=2[O:3][CH2:1][CH3:2])[C:10]([CH2:15][CH2:16][CH3:17])=[N:11][C:12]=1[CH3:14]. The solvent is CC(=O)C (acetone), C(C)(=O)O (acetic acid), C(C)(=O)O (acetic acid). Yields the product BrC1=C(N=C(N1NC(C1=C(C=CC=C1)OCC)=O)CCC)C (N-(5-Bromo-4-methyl-2-propylimidazol-1-yl)-2-ethoxybenzamide). Reactants: O (water), C(C)O (ethanol), BrBr (Bromine), C(C)OC1=C(C(=O)NN2C(=NC(=C2)C)CCC)C=CC=C1 (2-Ethoxy-N-(4-methyl-2-propylimidazol-1-yl)benzamide). The reactants are BrC1=C(CN2C=CC3=CC(=CC=C23)C(=O)O)C=CC=C1 (1-(2-bromobenzyl)-1H-indole-5-carboxylic acid), C(C)OC(=O)C=1C=C(C=CC1)B(O)O ((3-(ethoxycarbonyl)phenyl)boronic acid). The product is C(C)OC(=O)C=1C=C(C=CC1)C1=C(C=CC=C1)CN1C=CC2=CC(=CC=C12)C(=O)O (1-((3′-(Ethoxycarbonyl)-[1,1′-biphenyl]-2-yl)methyl)-1H-indole-5-carboxylic acid). As a reaction SMILES: Br[C:2]1[CH:20]=[CH:19][CH:18]=[CH:17][C:3]=1[CH2:4][N:5]1[C:13]2[C:8](=[CH:9][C:10]([C:14]([OH:16])=[O:15])=[CH:11][CH:12]=2)[CH:7]=[CH:6]1.[CH2:21]([O:23][C:24]([C:26]1[CH:27]=[C:28](B(O)O)[CH:29]=[CH:30][CH:31]=1)=[O:25])[CH3:22]>>[CH2:21]([O:23][C:24]([C:26]1[CH:31]=[C:30]([C:2]2[CH:20]=[CH:19][CH:18]=[CH:17][C:3]=2[CH2:4][N:5]2[C:13]3[C:8](=[CH:9][C:10]([C:14]([OH:16])=[O:15])=[CH:11][CH:12]=3)[CH:7]=[CH:6]2)[CH:29]=[CH:28][CH:27]=1)=[O:25])[CH3:22]. Procedure details: The title compound was prepared following the same protocol as described in Step 5, Example 38, using 1-(2-bromobenzyl)-1H-indole-5-carboxylic acid instead of the (S)-1-(4-bromobenzyl)-N-(1-(4-nitrophenyl)ethyl)-1H-indole-5-carboxamide and the (3-(ethoxycarbonyl)phenyl)boronic acid instead of the phenylboronic acid. ESI-MS (m/z): 400 [M+H]+. Reaction SMILES: [Al+3:2].[CH3:31][CH2:32][O:33][C:34](=[O:35])[CH3:36].[Cl:12][c:13]1[cH:14][cH:15][c:16]2[c:17]3[cH:18][cH:19][cH:20][c:21]([C:27](=[O:28])[OH:29])[c:22]3[nH:23][c:24]2[c:25]1[CH3:26].[ClH:30].[H-:1].[H-:4].[H-:5].[H-:6].[Li+:3].[O:7]1[CH2:8][CH2:9][CH2:10][CH2:11]1>>[Cl:12][c:13]1[cH:14][cH:15][c:16]2[c:17]3[cH:18][cH:19][cH:20][c:21]([CH2:27][OH:28])[c:22]3[nH:23][c:24]2[c:25]1[CH3:26]. Starting materials: [Al+3], CCOC(C)=O, Cc1c(Cl)ccc2c1[nH]c1c(C(=O)O)cccc12, Cl, [H-], [H-], [H-], [H-], [Li+], C1CCOC1. Yields the product Cc1c(Cl)ccc2c1[nH]c1c(CO)cccc12. Run in COCCOC (DME). Yields the product C(C)(C)(C)OC(NC1(CCC1)C1=CC=C(C=C1)C1=C(OC2=CC(=CC=C2C1=O)Br)C1=CC=CC=C1)=O ({1-[4-(7-Bromo-4-oxo-2-phenyl-4H-chromen-3-yl)-phenyl]-cyclobutyl}-carbamic acid tert-butyl ester). Isolated yield 48.8%. Starting materials: BrC1=CC=C2C(C(=C(OC2=C1)C1=CC=CC=C1)I)=O (7-Bromo-3-iodo-2-phenyl-chromen-4-one), C([O-])([O-])=O.[Na+].[Na+] (sodium carbonate), O (water), C(C)(C)(C)OC(NC1(CCC1)C1=CC=C(C=C1)B1OC(C(O1)(C)C)(C)C)=O ({1-[4-(4,4,5,5-tetramethyl-[1,3,2]dioxaborolan-2-yl)-phenyl]-cyclobutyl}-carbamic acid tert-butyl ester), tetrakis(triphenyphosphine)palladium (0). Reported procedure: 7-Bromo-3-iodo-2-phenyl-chromen-4-one (320 mg, 0.75 mmol), {1-[4-(4,4,5,5-tetramethyl-[1,3,2]dioxaborolan-2-yl)-phenyl]-cyclobutyl}-carbamic acid tert-butyl ester (295 mg, 0.8 mmol), tetrakis(triphenyphosphine)palladium (0) (87 mg, 0.075 mmol) and sodium carbonate (159 mg, 1.5 mmol) were suspended in DME (10 mL) and water (5 mL) in a microwave vial. The vial was sealed, evacuated and flushed twice with nitrogen. The reaction mixture was heated in a microwave at 125° C. for 15 min. The resulting ... Conditions: temperature 125 celsius. As a reaction SMILES: [Br:1][C:2]1[CH:11]=[C:10]2[C:5]([C:6](=[O:19])[C:7](I)=[C:8]([C:12]3[CH:17]=[CH:16][CH:15]=[CH:14][CH:13]=3)[O:9]2)=[CH:4][CH:3]=1.[C:20]([O:24][C:25](=[O:46])[NH:26][C:27]1([C:31]2[CH:36]=[CH:35][C:34](B3OC(C)(C)C(C)(C)O3)=[CH:33][CH:32]=2)[CH2:30][CH2:29][CH2:28]1)([CH3:23])([CH3:22])[CH3:21].C(=O)([O-])[O-].[Na+].[Na+].O>COCCOC>[C:20]([O:24][C:25](=[O:46])[NH:26][C:27]1([C:31]2[CH:32]=[CH:33][C:34]([C:7]3[C:6](=[O:19])[C:5]4[C:10](=[CH:11][C:2]([Br:1])=[CH:3][CH:4]=4)[O:9][C:8]=3[C:12]3[CH:17]=[CH:16][CH:15]=[CH:14][CH:13]=3)=[CH:35][CH:36]=2)[CH2:28][CH2:29][CH2:30]1)([CH3:23])([CH3:21])[CH3:22] |f:2.3.4|. The reactants are C1CCOC1, CS(=O)(=O)c1nccc(Oc2ccc(NC(=O)Nc3ccc(Cl)c(C(F)(F)F)c3)c(Cl)c2)n1, NCCCO. The product is O=C(Nc1ccc(Cl)c(C(F)(F)F)c1)Nc1ccc(Oc2ccnc(NCCCO)n2)cc1Cl. Reaction SMILES: [CH2:39]1[O:40][CH2:41][CH2:42][CH2:43]1.[Cl:1][c:2]1[c:3]([C:30]([F:31])([F:32])[F:33])[cH:4][c:5]([NH:8][C:9](=[O:10])[NH:11][c:12]2[c:13]([Cl:29])[cH:14][c:15]([O:18][c:19]3[n:20][c:21]([S:25]([CH3:26])(=[O:27])=[O:28])[n:22][cH:23][cH:24]3)[cH:16][cH:17]2)[cH:6][cH:7]1.[NH2:34][CH2:35][CH2:36][CH2:37][OH:38]>>[Cl:1][c:2]1[c:3]([C:30]([F:31])([F:32])[F:33])[cH:4][c:5]([NH:8][C:9](=[O:10])[NH:11][c:12]2[c:13]([Cl:29])[cH:14][c:15]([O:18][c:19]3[n:20][c:21]([NH:34][CH2:35][CH2:36][CH2:37][OH:38])[n:22][cH:23][cH:24]3)[cH:16][cH:17]2)[cH:6][cH:7]1. Reactants: CCOC(=O)c1nnc(Sc2ccccc2)s1, CCO, [Cl-], [Na+], [OH-]. The product is O=C(O)c1nnc(Sc2ccccc2)s1. As a reaction SMILES: [CH2:1]([CH3:2])[O:3][C:4](=[O:5])[c:6]1[s:7][c:8]([S:11][c:12]2[cH:13][cH:14][cH:15][cH:16][cH:17]2)[n:9][n:10]1.[CH3:21][CH2:22][OH:23].[Cl-:20].[Na+:19].[OH-:18]>>[O:3]=[C:4]([OH:5])[c:6]1[s:7][c:8]([S:11][c:12]2[cH:13][cH:14][cH:15][cH:16][cH:17]2)[n:9][n:10]1.